This data is from the Open Reaction Database (ORD), a public repository of structured organic reaction records. The task is: describe an organic reaction: reactants, conditions, products, and yield Starting materials: C(C)(=O)OC=1C=C2CCC(OC2=CC1C(CC(C)(C)C)(C)C)(C)COC1=CC=C(C=C1)CC(C(=O)OCC)Cl (ethyl 3-{4-[6-acetoxy-2-methyl-7-(1,1,3,3-tetramethylbutyl)chroman-2-ylmethoxy]phenyl}-2-chloropropionate), NC(=S)N (thiourea), S1(=O)(=O)CCCC1 (sulfolane). Yields the product C(C)(=O)OC=1C=C2CCC(OC2=CC1C(CC(C)(C)C)(C)C)(C)COC1=CC=C(CC2C(NC(S2)=O)=O)C=C1 (5-[4-(6-Acetoxy-2-methyl-7-(1,1,3,3-tetramethylbutyl)-chroman-2-ylmethoxy)benzyl]thiazolidine -2,4dione). Reaction SMILES: [C:1]([O:4][C:5]1[CH:6]=[C:7]2[C:12](=[CH:13][C:14]=1[C:15]([CH3:22])([CH3:21])[CH2:16][C:17]([CH3:20])([CH3:19])[CH3:18])[O:11][C:10]([CH2:24][O:25][C:26]1[CH:31]=[CH:30][C:29]([CH2:32][CH:33](Cl)[C:34](OCC)=[O:35])=[CH:28][CH:27]=1)([CH3:23])[CH2:9][CH2:8]2)(=[O:3])[CH3:2].[NH2:40][C:41](N)=[S:42].S1(CCCC1)(=O)=[O:45]>>[C:1]([O:4][C:5]1[CH:6]=[C:7]2[C:12](=[CH:13][C:14]=1[C:15]([CH3:22])([CH3:21])[CH2:16][C:17]([CH3:18])([CH3:20])[CH3:19])[O:11][C:10]([CH2:24][O:25][C:26]1[CH:31]=[CH:30][C:29]([CH2:32][CH:33]3[S:42][C:41](=[O:45])[NH:40][C:34]3=[O:35])=[CH:28][CH:27]=1)([CH3:23])[CH2:9][CH2:8]2)(=[O:3])[CH3:2]. Reported procedure: The procedure described in Example 2 was repeated, but using 7.0 g of ethyl 3-{4-[6-acetoxy-2-methyl-7-(1,1,3,3-tetramethylbutyl)chroman-2-ylmethoxy]phenyl}-2-chloropropionate (prepared as described in Preparation 23), 1.2 g of thiourea and 9 ml of sulfolane, to give the title compound as slightly yellow glassy solid, softening at 75°-80° C. The reactants are BrC=1C=C2CCC(C2=CC1)=O (5-bromo-2,3-dihydro-1H-inden-1-one), C(CCC)[Sn](C=C)(CCCC)CCCC (tributyl(vinyl)stannane). Reagents/catalysts: C=1C=CC(=CC1)[P](C=2C=CC=CC2)(C=3C=CC=CC3)[Pd]([P](C=4C=CC=CC4)(C=5C=CC=CC5)C=6C=CC=CC6)([P](C=7C=CC=CC7)(C=8C=CC=CC8)C=9C=CC=CC9)[P](C=1C=CC=CC1)(C=1C=CC=CC1)C=1C=CC=CC1 (Pd(Ph3P)4). The solvent is C1(=CC=CC=C1)C (toluene). Conditions: temperature 100 celsius, time 30 minute. Yields the product C(=C)C=1C=C2CCC(C2=CC1)=O (5-vinyl-2,3-dihydro-1H-inden-1-one). Isolated yield 80.1%. As a reaction SMILES: Br[C:2]1[CH:3]=[C:4]2[C:8](=[CH:9][CH:10]=1)[C:7](=[O:11])[CH2:6][CH2:5]2.[CH2:12]([Sn](CCCC)(CCCC)C=C)[CH2:13]CC>C1C=CC([P]([Pd]([P](C2C=CC=CC=2)(C2C=CC=CC=2)C2C=CC=CC=2)([P](C2C=CC=CC=2)(C2C=CC=CC=2)C2C=CC=CC=2)[P](C2C=CC=CC=2)(C2C=CC=CC=2)C2C=CC=CC=2)(C2C=CC=CC=2)C2C=CC=CC=2)=CC=1.C1(C)C=CC=CC=1>[CH:12]([C:2]1[CH:3]=[C:4]2[C:8](=[CH:9][CH:10]=1)[C:7](=[O:11])[CH2:6][CH2:5]2)=[CH2:13] |^1:30,32,51,70|. Procedure: To a mixture of 5-bromo-2,3-dihydro-1H-inden-1-one (2 g, 9.48 mmol), tributyl(vinyl)stannane (3.32 mL, 11.37 mmol) and toluene (30 mL) in a sealed tube was added Pd(Ph3P)4 (0.548 g, 0.474 mmol). Nitrogen was bubbled through the reaction for 5 min., the vessel was sealed and heated at 100° C. for 20 hr. After cooling the reaction mixture to room temperature, ethyl acetate (20 mL), water (30 mL) and celite were added. The mixture was stirred at room temperature for 30 min. and filtered. The EtOAc ...